Dataset: the Open Reaction Database (ORD), a public repository of structured organic reaction records. Task: describe an organic reaction: reactants, conditions, products, and yield The reactants are FC1=C(C#N)C(=CC(=C1)C1=NC(=NC(=C1)N1[C@@H](COCC1)C)NC)F (2,6-difluoro-4-{2-(methylamino)-6-[(3R)-3-methyl-4-morpholinyl]-4-pyrimidinyl}benzonitrile), NN (hydrazine), CCN(C(C)C)C(C)C (Hunig's base), C(C)O (ethanol). Run in O (water), CCOC(=O)C (EtOAc). Run at temperature 150 celsius. The product is FC1=C2C(=NNC2=CC(=C1)C1=NC(=NC(=C1)N1[C@@H](COCC1)C)NC)N (4-Fluoro-6-{2-(methylamino)-6-[(3R)-3-methyl-4-morpholinyl]-4-pyrimidinyl}-1H-indazol-3-amine). Isolated yield 68.6%. RXN SMILES: F[C:2]1[CH:9]=[C:8]([C:10]2[CH:15]=[C:14]([N:16]3[CH2:21][CH2:20][O:19][CH2:18][C@H:17]3[CH3:22])[N:13]=[C:12]([NH:23][CH3:24])[N:11]=2)[CH:7]=[C:6]([F:25])[C:3]=1[C:4]#[N:5].[NH2:26][NH2:27].CCN(C(C)C)C(C)C.C(O)C>O.CCOC(C)=O>[F:25][C:6]1[CH:7]=[C:8]([C:10]2[CH:15]=[C:14]([N:16]3[CH2:21][CH2:20][O:19][CH2:18][C@H:17]3[CH3:22])[N:13]=[C:12]([NH:23][CH3:24])[N:11]=2)[CH:9]=[C:2]2[C:3]=1[C:4]([NH2:5])=[N:26][NH:27]2. Procedure details: A 2-mL microwave vial was charged with 2,6-difluoro-4-{2-(methylamino)-6-[(3R)-3-methyl-4-morpholinyl]-4-pyrimidinyl}benzonitrile (75 mg, 0.217 mmol), hydrazine (0.027 mL, 0.869 mmol), Hunig's base (0.152 mL, 0.869 mmol) and ethanol (1 mL). The reaction mixture was heated at 150° C. for 15 minutes in a microwave reactor. The reaction mixture was allowed to cool, then was poured into EtOAc (50 mL) and water (25 mL). The aqueous layer was extracted with two further portion of EtOAc (2×50 mL), and ... Starting materials: NC1=CC=CC=C1 (aniline), IC1=CC=CC=C1 (iodobenzene), C([O-])([O-])=O.[Na+].[Na+] (sodium carbonate), ( 49 ). Reagents/catalysts: [Cu] (copper). The solvent is C1(=CC=CC=C1)C (toluene). Yields the product C1(=CC=CC=C1)N(C1=CC=CC=C1)C1=CC=CC=C1 (triphenylamine). Isolated yield 129.3%. Reaction SMILES: C(=O)([O-])[O-].[Na+].[Na+].[NH2:7][C:8]1[CH:13]=[CH:12][CH:11]=[CH:10][CH:9]=1.I[C:15]1[CH:20]=[CH:19][CH:18]=[CH:17][CH:16]=1>[Cu].C1(C)C=CC=CC=1>[C:8]1([N:7]([C:8]2[CH:13]=[CH:12][CH:11]=[CH:10][CH:9]=2)[C:15]2[CH:20]=[CH:19][CH:18]=[CH:17][CH:16]=2)[CH:13]=[CH:12][CH:11]=[CH:10][CH:9]=1 |f:0.1.2|. Reported procedure: That is, in a two-neck flask of 500 ml in volume, 152.0 g anhydrous sodium carbonate (1.10 mol) and 9.5 g powdery copper (0.15 mol) were added and then heated for 2 hours while stirring to uniform. Subsequently, after cooling to room temperature, the solution was added with 67.6 g of an aniline compound (0.5 mol) represented by the formula (49) described below and 305.9 g of iodobenzene (1.5 mol) and then heated again to 220° C. to allow the reaction for 2.5 hours. After that, the solution was c... The reactants are O=C([O-])[O-], CCOC(COCCCCOc1c(CC)cc(O)cc1CC)OCC, CN(C)C=O, ClCC=C(Cl)Cl, [K+], [K+], O. The product is CCOC(COCCCCOc1c(CC)cc(OCC=C(Cl)Cl)cc1CC)OCC. RXN SMILES: [C:32](=[O:33])([O-:34])[O-:35].[CH2:1]([CH3:2])[c:3]1[cH:4][c:5]([OH:25])[cH:6][c:7]([CH2:23][CH3:24])[c:8]1[O:9][CH2:10][CH2:11][CH2:12][CH2:13][O:14][CH2:15][CH:16]([O:17][CH2:18][CH3:19])[O:20][CH2:21][CH3:22].[CH3:38][N:39]([CH3:40])[CH:41]=[O:42].[Cl:26][C:27](=[CH:28][CH2:29][Cl:30])[Cl:31].[K+:36].[K+:37].[OH2:43]>>[CH2:1]([CH3:2])[c:3]1[cH:4][c:5]([O:25][CH2:29][CH:28]=[C:27]([Cl:26])[Cl:31])[cH:6][c:7]([CH2:23][CH3:24])[c:8]1[O:9][CH2:10][CH2:11][CH2:12][CH2:13][O:14][CH2:15][CH:16]([O:17][CH2:18][CH3:19])[O:20][CH2:21][CH3:22]. Reactants: COC1=C(COC2=CC=C(C=C2)CC(=O)O)C=CC=C1 (4-(2-methoxybenzyloxy)phenylacetic acid), S1C=NC(=C1)C(C(=O)O)=NOC (2-(thiazol-4-yl)-2-methoxyiminoacetic acid), 4-(4-fluorobenzyloxy)phenylacetic acids, S1C=NC(=C1)CC(=O)O (2-(thiazol-4-yl)acetic acid). The product is C(C1=CC=CC=C1)OC1=CC=C(C=C1)CC(=O)O (4-Benzyloxyphenylacetic acid). As a reaction SMILES: CO[C:3]1[CH:20]=[CH:19][CH:18]=[CH:17][C:4]=1[CH2:5][O:6][C:7]1[CH:12]=[CH:11][C:10]([CH2:13][C:14]([OH:16])=[O:15])=[CH:9][CH:8]=1.S1C=C(CC(O)=O)N=C1.S1C=C(C(=NOC)C(O)=O)N=C1>>[CH2:5]([O:6][C:7]1[CH:8]=[CH:9][C:10]([CH2:13][C:14]([OH:16])=[O:15])=[CH:11][CH:12]=1)[C:4]1[CH:3]=[CH:20][CH:19]=[CH:18][CH:17]=1. Procedure: 4-(2-methoxybenzyloxy)phenylacetic acid; 4-(4-fluorobenzyloxy)phenylacetic acids; 2-(thiazol-4-yl)acetic acid; 2-(thiazol-4-yl)-2-methoxyiminoacetic acid; Starting materials: NCCNCCC[Si](OC)(OC)OC (NH2CH2CH2NH(CH2)3Si(OCH3)3), resultant mixture, C(CN)N (ethylenediamine), ClCCC[Si](OC)(OC)OC (3-chloropropyltrimethoxy silane), ClCCC[Si](OC)(OC)OC (Cl(CH2)3Si(OCH3)3). Run at temperature 140 celsius. Product: [Si](OC)(OC)(OC)CCCNCCNCCC[Si](OC)(OC)OC ((CH3O)3SiC3H6NHC2H4NHC3H6Si(OCH3)3). Yield: 972.3%. As a reaction SMILES: [NH2:1][CH2:2][CH2:3][NH:4][CH2:5][CH2:6][CH2:7][Si:8]([O:13][CH3:14])([O:11][CH3:12])[O:9][CH3:10].Cl[CH2:16][CH2:17][CH2:18][Si:19]([O:24][CH3:25])([O:22][CH3:23])[O:20][CH3:21].C(N)CN>>[Si:8]([CH2:7][CH2:6][CH2:5][NH:4][CH2:3][CH2:2][NH:1][CH2:16][CH2:17][CH2:18][Si:19]([O:24][CH3:25])([O:22][CH3:23])[O:20][CH3:21])([O:13][CH3:14])([O:9][CH3:10])[O:11][CH3:12]. Procedure: A 2 liter, 3-necked reaction flask equipped with a magnetic stirrer, electric heating mantle, dropping funnel and water condenser, containing 22.0 grams of NH2CH2CH2NH(CH2)3Si(OCH3)3 was heated to 140° C. whereupon the addition thereto of 198.0 grams of 3-chloropropyltrimethoxy silane (Cl(CH2)3Si(OCH3)3) was commenced. Cl(CH2)3Si(OCH3)3 was introduced dropwise to the reaction flask over a period of 1 hour while maintaining a temperature of 145° C. to 150° C. by the occasional application of a wa...